describe an organic reaction: reactants, conditions, products, and yield From a dataset of the Open Reaction Database (ORD), a public repository of structured organic reaction records. Starting materials: [OH-].[Na+] (sodium hydroxide), C(C)OC(CC(=O)[C@H]1C[C@@H](N(CC1)C(=O)OC)C1=CC=C(C=C1)S(=O)(=O)C)=O (Trans-methyl 4-(3-ethoxy-3-oxopropanoyl)-2-(4-(methylsulfonyl)phenyl)piperidine-1-carboxylate), Cl (hydrogen chloride), NO (hydroxylamine). Run in O (water), CO (MeOH). Reaction conditions: temperature -40 celsius, time 20 minute. Product: CS(=O)(=O)C1=CC=C(C=C1)[C@@H]1N(CC[C@H](C1)C1=CC(NO1)=O)C(=O)OC (Trans-methyl 2-(4-(methylsulfonyl)phenyl)-4-(3-oxo-2,3-dihydroisoxazol-5-yl)piperidine-1-carboxylate). Isolated yield 64.3%. Reaction SMILES: C([O:3][C:4](=O)[CH2:5][C:6]([C@@H:8]1[CH2:13][CH2:12][N:11]([C:14]([O:16][CH3:17])=[O:15])[C@@H:10]([C:18]2[CH:23]=[CH:22][C:21]([S:24]([CH3:27])(=[O:26])=[O:25])=[CH:20][CH:19]=2)[CH2:9]1)=[O:7])C.[OH-].[Na+].[NH2:31]O.Cl>CO.O>[CH3:27][S:24]([C:21]1[CH:22]=[CH:23][C:18]([C@H:10]2[CH2:9][C@H:8]([C:6]3[O:7][NH:31][C:4](=[O:3])[CH:5]=3)[CH2:13][CH2:12][N:11]2[C:14]([O:16][CH3:17])=[O:15])=[CH:19][CH:20]=1)(=[O:26])=[O:25] |f:1.2|. Reported procedure: Trans-methyl 4-(3-ethoxy-3-oxopropanoyl)-2-(4-(methylsulfonyl)phenyl)piperidine-1-carboxylate (505 mg, 1.23 mmol) (from example 38, step 1) was suspended in MeOH (5 mL) and cooled to −40° C. 3.8 M sodium hydroxide (0.323 mL, 1.23 mmol) in water was added. After 20 min, hydroxylamine (50% in water, 0.075 mL, 1.23 mmol) was added and stirring continued at −40° C. for 3 h. The reaction mixture was then added to a prewarmed 80° C. solution of 6 M hydrogen chloride (6.14 mL, 36.82 mmol) and stirred f... Starting materials: C(CCC)C=1NC(N(N1)C1=C(C=CC=C1)Cl)=O (5-n-Butyl-2-(2-chlorophenyl)-2,4-dihydro-3H-1,2,4-triazol-3-one), [H-].[Na+] (sodium hydride), C(C)(C)(C)NS(=O)(=O)C1=C(C=CC=C1)C1=CC=C(C=C1)CBr ([2'-(N-t-butylsulfamoyl)biphenyl-4-yl]methyl bromide), C(Cl)Cl (CH2Cl2). Run in CN(C)C=O (DMF), CN(C)C=O (DMF), CO (MeOH). Run at temperature 50 celsius, time 1 hour. Product: C(CCC)C=1N(C(N(N1)C1=C(C=CC=C1)Cl)=O)CC1=CC=C(C=C1)C1=C(C=CC=C1)S(NC(C)(C)C)(=O)=O (5-n-Butyl-4-[[2'-(N-t-butylsulfamoyl)biphenyl-4-yl]methyl]-2-(2-chlorophenyl)-2,4-dihydro-3H-1,2,4-triazol-3-one). The yield is 75.8%. Reaction SMILES: [CH2:1]([C:5]1[NH:6][C:7](=[O:17])[N:8]([C:10]2[CH:15]=[CH:14][CH:13]=[CH:12][C:11]=2[Cl:16])[N:9]=1)[CH2:2][CH2:3][CH3:4].[H-].[Na+].[C:20]([NH:24][S:25]([C:28]1[CH:33]=[CH:32][CH:31]=[CH:30][C:29]=1[C:34]1[CH:39]=[CH:38][C:37]([CH2:40]Br)=[CH:36][CH:35]=1)(=[O:27])=[O:26])([CH3:23])([CH3:22])[CH3:21].C(Cl)Cl>CN(C=O)C.CO>[CH2:1]([C:5]1[N:6]([CH2:40][C:37]2[CH:38]=[CH:39][C:34]([C:29]3[CH:30]=[CH:31][CH:32]=[CH:33][C:28]=3[S:25](=[O:27])(=[O:26])[NH:24][C:20]([CH3:21])([CH3:23])[CH3:22])=[CH:35][CH:36]=2)[C:7](=[O:17])[N:8]([C:10]2[CH:15]=[CH:14][CH:13]=[CH:12][C:11]=2[Cl:16])[N:9]=1)[CH2:2][CH2:3][CH3:4] |f:1.2|. Reported procedure: To a solution of 78 mg (0.310 mmole) of 5-n-butyl-2-(2-chlorophenyl)-2,4-dihydro-3H-1,2,4-triazol-3-one (from Example 5, Step A) in 620 μL of dry DMF was added 14.9 mg (0.372 mmole) of sodium hydride (60% in oil), and the mixture was stirred under N2 at 50° C. for 1 hour, until gas evolution was complete. The resulting solution was cooled to room temperature and treated dropwise with a solution of 178 mg (0.465 mmole) of [2'-(N-t-butylsulfamoyl)biphenyl-4-yl]methyl bromide (from Example 12, Step... The reactants are ClC(Cl)(Cl)Cl, CCOC(C)=O, Cl, Nc1ccc(OC(F)(F)F)cc1[N+](=O)[O-]. The product is Nc1c(Cl)cc(OC(F)(F)F)cc1[N+](=O)[O-]. As a reaction SMILES: [C:17]([Cl:18])([Cl:19])([Cl:20])[Cl:21].[CH3:22][CH2:23][O:24][C:25](=[O:26])[CH3:27].[Cl:1].[N+:2](=[O:3])([O-:4])[c:5]1[c:6]([NH2:7])[cH:8][cH:9][c:10]([O:12][C:13]([F:14])([F:15])[F:16])[cH:11]1>>[N+:2](=[O:3])([O-:4])[c:5]1[c:6]([NH2:7])[c:8]([Cl:18])[cH:9][c:10]([O:12][C:13]([F:14])([F:15])[F:16])[cH:11]1. Reactants: CC=1C=CC(=CC1)S(=O)(=O)O (TsOH), C(CCCCCCCCC\C=C/CCCC)=O ((Z)-11-hexadecenal), CC(C)=CCC\C(\C)=C/C=O ((Z)-citral), CC(CCCCC)=O (heptan-2-one). Reagents/catalysts: [NH4+].[Cl-] (NH4Cl). Yields the product ketal, C(C)OC(CCCCCCCCC\C=C/CCCC)OCC ((Z)-1,1-Diethoxyhexadec-11-ene). Isolated yield 61.5%. Reaction SMILES: [CH:1](=[O:17])[CH2:2][CH2:3][CH2:4][CH2:5][CH2:6][CH2:7][CH2:8][CH2:9][CH2:10]/[CH:11]=[CH:12]\[CH2:13][CH2:14][CH2:15][CH3:16].CC(=CCC/C(=[CH:26]\[CH:27]=[O:28])/C)C.[CH3:29][C:30](=O)CCCCC.CC1C=CC(S(O)(=O)=O)=CC=1>[NH4+].[Cl-]>[CH2:29]([O:17][CH:1]([O:28][CH2:27][CH3:26])[CH2:2][CH2:3][CH2:4][CH2:5][CH2:6][CH2:7][CH2:8][CH2:9][CH2:10]/[CH:11]=[CH:12]\[CH2:13][CH2:14][CH2:15][CH3:16])[CH3:30] |f:4.5|. Procedure details: The diethyl acetal or ketal is prepared by the above general procedure from (Z)-11-hexadecenal, (E)-and (Z)-citral in admixture and heptan-2-one using NH4Cl as catalyst in the first two cases and TsOH in the last. (Z)-1,1-Diethoxyhexadec-11-ene is obtained in 61.5% yield and has a b.p. 118°-120°C./0.05 mm, nD20 1.4475; (E)-and (Z)-1,1-diethoxy-3,7-dimethoxyocta-2,6-diene in admixture are obtained in 83.6% yield and have b.p. 68°-70°C./0.2 mm, nD20 1.4511; 2,2-diethoxyheptane is obtained in 71% y... Starting materials: CN1CCOCC1 (4-methylmorpholine), Cl.NCC1=CC=C(C=C1)N1C(C(=C(C=C1)OCC1=CC=CC=C1)Br)=O (1-[4-(aminomethyl)phenyl]-4-(benzyloxy)-3-bromopyridin-2(1H)-one hydrochloride), polyamine resin, CN=C=O (methylisocyanate), C(C)(=O)Cl (acetyl chloride). The solvent is CN(C=O)C (N,N-dimethylformamide), ClCCl (dichloromethane), CN(C=O)C (N,N-dimethylformamide), CN(C=O)C (N,N-dimethylformamide). Run at time 10 minute. Yields the product C(C1=CC=CC=C1)OC1=C(C(N(C=C1)C1=CC=C(CNC(C)=O)C=C1)=O)Br (N-{4-[4-(benzyloxy)-3-bromo-2-oxopyridin-1(2H)-yl]benzyl}acetamide). The yield is 50.0%. Reaction SMILES: Cl.[NH2:2][CH2:3][C:4]1[CH:9]=[CH:8][C:7]([N:10]2[CH:15]=[CH:14][C:13]([O:16][CH2:17][C:18]3[CH:23]=[CH:22][CH:21]=[CH:20][CH:19]=3)=[C:12]([Br:24])[C:11]2=[O:25])=[CH:6][CH:5]=1.CN1CC[O:30][CH2:29][CH2:28]1.C(Cl)(=O)C.CN=C=O>CN(C)C=O.ClCCl>[CH2:17]([O:16][C:13]1[CH:14]=[CH:15][N:10]([C:7]2[CH:8]=[CH:9][C:4]([CH2:3][NH:2][C:29](=[O:30])[CH3:28])=[CH:5][CH:6]=2)[C:11](=[O:25])[C:12]=1[Br:24])[C:18]1[CH:19]=[CH:20][CH:21]=[CH:22][CH:23]=1 |f:0.1|. Procedure: 1-[4-(aminomethyl)phenyl]-4-(benzyloxy)-3-bromopyridin-2(1H)-one hydrochloride (0.150 g, 0.389 mmol) was dissolved in N,N-dimethylformamide (3.5 mL). A stock solution of 4-methylmorpholine in N,N-dimethylformamide (1.5 mL, 1.0 M) was added and the reaction stirred at room temperature for 10 minutes. A stock solution of acetyl chloride in N,N-dimethylformamide (3.0 mL, 0.2 M) was then added to the reaction vessel and the reaction apparatus was orbitally shaken at 200 RPM for 2 hours at room tempe... Reactants: C(C1=CC=CC=C1)C1(C(N(C2=CC=CC=C12)C)=O)C1=C(C=CC=C1)OC (3-benzyl-1-methyl-3-(2-methoxyphenyl)- indolin-2-one), B(Br)(Br)Br (boron tribromide). Solvent: C(Cl)Cl (methylene chloride), C(Cl)Cl (methylene chloride). Run at time 1 hour. The product is C(C1=CC=CC=C1)C1(C(N(C2=CC=CC=C12)C)=O)C1=C(C=CC=C1)O (3-Benzyl-3-(2-hydroxyphenyl)-1-methylindolin-2-one). The yield is 74.0%. As a reaction SMILES: [CH2:1]([C:8]1([C:19]2[CH:24]=[CH:23][CH:22]=[CH:21][C:20]=2[O:25]C)[C:16]2[C:11](=[CH:12][CH:13]=[CH:14][CH:15]=2)[N:10]([CH3:17])[C:9]1=[O:18])[C:2]1[CH:7]=[CH:6][CH:5]=[CH:4][CH:3]=1.B(Br)(Br)Br>C(Cl)Cl>[CH2:1]([C:8]1([C:19]2[CH:24]=[CH:23][CH:22]=[CH:21][C:20]=2[OH:25])[C:16]2[C:11](=[CH:12][CH:13]=[CH:14][CH:15]=2)[N:10]([CH3:17])[C:9]1=[O:18])[C:2]1[CH:3]=[CH:4][CH:5]=[CH:6][CH:7]=1. Procedure details: 25 g (0.073 mol) of 3-benzyl-1-methyl-3-(2-methoxyphenyl)- indolin-2-one are dissolved in 250 ml of methylene chloride. The solution is cooled to 0°-5° and a solution of 7 ml (0.074 mol) of boron tribromide in 50 ml of methylene chloride is added dropwise over the course of 30 minutes, and the mixture is then stirred at room temperature for 1 hour and poured onto ice-water. The organic phase is separated off, washed twice with water, dried over magnesium sulfate and concentrated. 17.8 g of cryst... The reactants are CN1C(=NN=C1C)N (4,5-dimethyl-4H-[1,2,4]triazol-3-ylamine), N(=C=O)C(=O)OC1=CC=CC=C1 (phenyl isocyanatoformate). Product: CC1=NN2C(=NC(NC2=O)=O)N1C (2,3-Dimethyl-3H-[1,2,4]triazolo[1,5-a][1,3,5]triazine-5,7-dione). Solvent: C(C)#N (acetonitrile), C(C)#N (acetonitrile). RXN SMILES: [CH3:1][N:2]1[C:6]([CH3:7])=[N:5][N:4]=[C:3]1[NH2:8].[N:9]([C:12](OC1C=CC=CC=1)=[O:13])=[C:10]=[O:11]>C(#N)C>[CH3:7][C:6]1[N:2]([CH3:1])[C:3]2=[N:8][C:10](=[O:11])[NH:9][C:12](=[O:13])[N:4]2[N:5]=1. Reported procedure: After suspending 4,5-dimethyl-4H-[1,2,4]triazol-3-ylamine (CAS 53132-83-5) (7.6 g) in acetonitrile (80 ml), a solution of phenyl isocyanatoformate (5.2 g) in acetonitrile (40 ml) was slowly added dropwise while heating to reflux. After heating to reflux for 6 hours, the reaction mixture was cooled on ice. The insoluble matter was collected by filtration to obtain the title compound (7.98 g). The yield is 138.2%.